Task: describe an organic reaction: reactants, conditions, products, and yield. Dataset: the Open Reaction Database (ORD), a public repository of structured organic reaction records Reactants: CC(C)(C)OC(=O)OC(C)(C)C, CC(C)(C)O, CN(C)c1ccncc1, O=C(O)c1c(F)cc(F)c(F)c1F. RXN SMILES: [C:1]([O:2][C:3]([CH3:4])([CH3:5])[CH3:6])([O:7][C:8]([CH3:9])([CH3:10])[CH3:11])=[O:12].[C:35]([OH:36])([CH3:37])([CH3:38])[CH3:39].[CH3:26][N:27]([CH3:28])[c:29]1[cH:30][cH:31][n:32][cH:33][cH:34]1.[F:13][c:14]1[c:15]([C:16]([OH:17])=[O:18])[c:19]([F:25])[cH:20][c:21]([F:24])[c:22]1[F:23]>>[C:1]([O:7][C:8]([CH3:9])([CH3:10])[CH3:11])(=[O:12])[c:15]1[c:14]([F:13])[c:22]([F:23])[c:21]([F:24])[cH:20][c:19]1[F:25]. Yields the product CC(C)(C)OC(=O)c1c(F)cc(F)c(F)c1F. Reactants: O=C(O)c1ccc(-c2cnc3c(c2)N(Cc2cc(Cl)ccc2C(F)(F)F)CCN3)cc1, NCc1ccc(C(F)(F)F)cc1. Yields the product O=C(NCc1ccc(C(F)(F)F)cc1)c1ccc(-c2cnc3c(c2)N(Cc2cc(Cl)ccc2C(F)(F)F)CCN3)cc1. As a reaction SMILES: [Cl:1][c:2]1[cH:3][cH:4][c:5]([C:28]([F:29])([F:30])[F:31])[c:6]([CH2:7][N:8]2[c:9]3[c:10]([n:14][cH:15][c:16](-[c:18]4[cH:19][cH:20][c:21]([C:22](=[O:23])[OH:24])[cH:25][cH:26]4)[cH:17]3)[NH:11][CH2:12][CH2:13]2)[cH:27]1.[F:32][C:33]([c:34]1[cH:35][cH:36][c:37]([CH2:38][NH2:39])[cH:40][cH:41]1)([F:42])[F:43]>>[Cl:1][c:2]1[cH:3][cH:4][c:5]([C:28]([F:29])([F:30])[F:31])[c:6]([CH2:7][N:8]2[c:9]3[c:10]([n:14][cH:15][c:16](-[c:18]4[cH:19][cH:20][c:21]([C:22](=[O:24])[NH:39][CH2:38][c:37]5[cH:36][cH:35][c:34]([C:33]([F:32])([F:42])[F:43])[cH:41][cH:40]5)[cH:25][cH:26]4)[cH:17]3)[NH:11][CH2:12][CH2:13]2)[cH:27]1. Reactants: [OH-].[Na+] (NaOH), C(C)OC(=O)C1=CN=C(S1)NC1=NC=C(C=C1)Cl (2-(5-Chloro-pyridin-2-ylamino)-thiazole-5-carboxylic acid ethyl ester), ClC=1C=CC(=NC1)NC(=S)N ((5-chloro-pyridin-2-yl)-thiourea), C(C)OC(C(C=O)Cl)=O (2-chloro-3-oxo-propionic acid ethyl ester). The solvent is O1CCCC1 (tetrahydrofuran), CO (methanol), C1=CC=CC=C1 (benzene). The product is C(C)OC(=O)C1=CN=C(S1)NC1=NC=C(C=C1)Cl (2-(5-Chloro-pyridin-2-ylamino)-thiazole-5-carboxylic acid ethyl ester), ClC=1C=CC(=NC1)NC=1SC(=CN1)C(=O)O (2-(5-Chloro-pyridin-2-ylamino)-thiazole-5-carboxylic acid). As a reaction SMILES: ClC1C=CC(NC(N)=S)=NC=1.C(OC(=O)C(Cl)C=O)C.[CH2:21]([O:23][C:24]([C:26]1[S:30][C:29]([NH:31][C:32]2[CH:37]=[CH:36][C:35]([Cl:38])=[CH:34][N:33]=2)=[N:28][CH:27]=1)=[O:25])[CH3:22].[OH-].[Na+]>C1C=CC=CC=1.CO.O1CCCC1>[CH2:21]([O:23][C:24]([C:26]1[S:30][C:29]([NH:31][C:32]2[CH:37]=[CH:36][C:35]([Cl:38])=[CH:34][N:33]=2)=[N:28][CH:27]=1)=[O:25])[CH3:22].[Cl:38][C:35]1[CH:36]=[CH:37][C:32]([NH:31][C:29]2[S:30][C:26]([C:24]([OH:25])=[O:23])=[CH:27][N:28]=2)=[N:33][CH:34]=1 |f:3.4|. Reported procedure: 2-(5-Chloro-pyridin-2-ylamino)-thiazole-5-carboxylic acid ethyl ester (1.0 g) was prepared according to General Procedure C using (5-chloro-pyridin-2-yl)-thiourea (938 mg) and 2-chloro-3-oxo-propionic acid ethyl ester (900 mg) in benzene (15 mL). The crude product was washed with dichloromethane:hexane (1:1, 200 mL) solution to give a substantially pure product. 2-(5-Chloro-pyridin-2-ylamino)-thiazole-5-carboxylic acid (663 mg) was prepared according to General Procedure C using 2-(5-Chloro-pyri...